Dataset: the Open Reaction Database (ORD), a public repository of structured organic reaction records. Task: describe an organic reaction: reactants, conditions, products, and yield Starting materials: C(C)OC(=O)C1(CCCCCC1)NC(C1=CC(=C(C=C1)OC)OCC(C=1C=C(C=CC1)C)=O)=O (1-[4-Methoxy-3-(2-oxo-2-m-tolyl-ethoxy)-benzoylamino]-cycloheptanecarboxylic acid ethyl ester), [BH4-].[Na+] (sodium borohydride). Yields the product OC(COC=1C=C(C(=O)NC2(CCCCCC2)C(=O)O)C=CC1OC)C=1C=C(C=CC1)C (1-[3-(2-Hydroxy-2-m-tolyl-ethoxy)-4-methoxy-benzoylamino]-cycloheptanecarboxylic acid). RXN SMILES: C([O:3][C:4]([C:6]1([NH:13][C:14](=[O:34])[C:15]2[CH:20]=[CH:19][C:18]([O:21][CH3:22])=[C:17]([O:23][CH2:24][C:25](=[O:33])[C:26]3[CH:27]=[C:28]([CH3:32])[CH:29]=[CH:30][CH:31]=3)[CH:16]=2)[CH2:12][CH2:11][CH2:10][CH2:9][CH2:8][CH2:7]1)=[O:5])C.[BH4-].[Na+]>>[OH:33][CH:25]([C:26]1[CH:27]=[C:28]([CH3:32])[CH:29]=[CH:30][CH:31]=1)[CH2:24][O:23][C:17]1[CH:16]=[C:15]([CH:20]=[CH:19][C:18]=1[O:21][CH3:22])[C:14]([NH:13][C:6]1([C:4]([OH:5])=[O:3])[CH2:12][CH2:11][CH2:10][CH2:9][CH2:8][CH2:7]1)=[O:34] |f:1.2|. Reported procedure: The compound of step 2 was reduced with sodium borohydride in analogy to step 2 of example 53, the ester intermediate purified by RP HPLC (water/ACN gradient) and hydrolyzed in analogy to step 4 of example 1 to yield the title compound. The reactants are [Li]CCCC, C#CC(C)(C)CCOc1ccc(Cl)cc1, CCOC(=O)C(F)(F)F, C1CCOC1. Product: CC(C)(C#CC(=O)C(F)(F)F)CCOc1ccc(Cl)cc1. RXN SMILES: [CH2:16]([Li:17])[CH2:18][CH2:19][CH3:20].[Cl:1][c:2]1[cH:3][cH:4][c:5]([O:6][CH2:7][CH2:8][C:9]([C:10]#[CH:11])([CH3:12])[CH3:13])[cH:14][cH:15]1.[F:21][C:22]([C:23](=[O:24])[O:25][CH2:26][CH3:27])([F:28])[F:29].[O:30]1[CH2:31][CH2:32][CH2:33][CH2:34]1>>[Cl:1][c:2]1[cH:3][cH:4][c:5]([O:6][CH2:7][CH2:8][C:9]([C:10]#[C:11][C:23]([C:22]([F:21])([F:28])[F:29])=[O:24])([CH3:12])[CH3:13])[cH:14][cH:15]1. Reactants: [Al+3], CCOCC, [H-], [H-], [H-], [H-], [Li+], CCOC(=O)NC(C)C(O)c1ccccc1. Yields the product CNC(C)C(O)c1ccccc1. Reaction SMILES: [Al+3:18].[CH3:23][CH2:24][O:25][CH2:26][CH3:27].[H-:17].[H-:20].[H-:21].[H-:22].[Li+:19].[OH:1][CH:2]([CH:3]([CH3:4])[NH:5][C:6](=[O:7])[O:8][CH2:9][CH3:10])[c:11]1[cH:12][cH:13][cH:14][cH:15][cH:16]1>>[OH:1][CH:2]([CH:3]([CH3:4])[NH:5][CH3:6])[c:11]1[cH:12][cH:13][cH:14][cH:15][cH:16]1.